This data is from the Open Reaction Database (ORD), a public repository of structured organic reaction records. The task is: describe an organic reaction: reactants, conditions, products, and yield Starting materials: C(C)(C)(C)N1C[C@H]([C@@H](C1)C1=C(C=C(C=C1)F)F)C(=O)N1CCC(CC1)C1=C(C=C(C(=C1)C)C)[C@H](CC)NC(OCC1=CC=CC=C1)=O (benzyl {(1S)-1-[2-(1-{[(3S,4R)-1-tert-butyl-4-(2,4-difluorophenyl)pyrrolidin-3-yl]carbonyl}piperidin-4-yl)-4,5-dimethylphenyl]propyl}carbamate). The reagents and catalysts are [Pd] (Pd on carbon). Run in C(C)O (ethanol). Yields the product C(C)(C)(C)N1C[C@H]([C@@H](C1)C1=C(C=C(C=C1)F)F)C(=O)N1CCC(CC1)C1=C(C=C(C(=C1)C)C)[C@H](CC)N ({(1S)-1-[2-(1-{[(3S,4R)-1-tert-butyl-4-(2,4difluorophenyl)pyrrolidin-3-yl]carbonyl}piperidin-4-yl)-4,5-dimethylphenyl]propyl}amine). As a reaction SMILES: [C:1]([N:5]1[CH2:9][C@@H:8]([C:10]2[CH:15]=[CH:14][C:13]([F:16])=[CH:12][C:11]=2[F:17])[C@H:7]([C:18]([N:20]2[CH2:25][CH2:24][CH:23]([C:26]3[CH:31]=[C:30]([CH3:32])[C:29]([CH3:33])=[CH:28][C:27]=3[C@@H:34]([NH:37]C(=O)OCC3C=CC=CC=3)[CH2:35][CH3:36])[CH2:22][CH2:21]2)=[O:19])[CH2:6]1)([CH3:4])([CH3:3])[CH3:2]>C(O)C.[Pd]>[C:1]([N:5]1[CH2:9][C@@H:8]([C:10]2[CH:15]=[CH:14][C:13]([F:16])=[CH:12][C:11]=2[F:17])[C@H:7]([C:18]([N:20]2[CH2:25][CH2:24][CH:23]([C:26]3[CH:31]=[C:30]([CH3:32])[C:29]([CH3:33])=[CH:28][C:27]=3[C@@H:34]([NH2:37])[CH2:35][CH3:36])[CH2:22][CH2:21]2)=[O:19])[CH2:6]1)([CH3:4])([CH3:3])[CH3:2]. Procedure: A mixture of amine 112 (910 mg, 1.41 mmol) and 10% Pd on carbon (91 mg of “Degussa type”), in ethanol/glacial acetic acid (1:1, 20 mL) was hydrogenated at atmospheric pressure for approximately 3 h. The resulting mixture was filtered through a short column of Celite®, eluting copiously with ethanol. The filtrate was evaporated and the residue was partitioned between DCM and saturated aqueous sodium bicarbonate. The organic layer was separated and the aqueous phase was re-extracted twice with DCM...